Dataset: the Open Reaction Database (ORD), a public repository of structured organic reaction records. Task: describe an organic reaction: reactants, conditions, products, and yield Starting materials: Cl.[N+](=O)([O-])C1=CC(=C(C(=O)Cl)C=C1)NC1=CC=NC2=C(C=CC=C12)C(F)(F)F (4-Nitro-2-(8-trifluoromethyl-4-quinolylamino)benzoyl chloride hydrochloride), ClC1=CC=NC2=C(C=CC=C12)C(F)(F)F (4-chloro-8-trifluoromethylquinoline), NC1=C(C(=O)O)C=CC(=C1)[N+](=O)[O-] (2-amino-4-nitrobenzoic acid), S(=O)(Cl)Cl (thionyl chloride), NC1CCN(CC1)C (4-amino-1-methylpiperidine). The product is CN1CCC(CC1)NC(C1=C(C=C(C=C1)[N+](=O)[O-])NC1=CC=NC2=C(C=CC=C12)C(F)(F)F)=O (N-(1-Methyl-4-piperidyl)-4-nitro-2-(8-trifluoromethyl-4-quinolylamino)benzamide). As a reaction SMILES: Cl.[N+:2]([C:5]1[CH:13]=[CH:12][C:8]([C:9](Cl)=[O:10])=[C:7]([NH:14][C:15]2[C:24]3[C:19](=[C:20]([C:25]([F:28])([F:27])[F:26])[CH:21]=[CH:22][CH:23]=3)[N:18]=[CH:17][CH:16]=2)[CH:6]=1)([O-:4])=[O:3].ClC1C2C(=C(C(F)(F)F)C=CC=2)N=CC=1.NC1C=C([N+]([O-])=O)C=CC=1C(O)=O.S(Cl)(Cl)=O.[NH2:61][CH:62]1[CH2:67][CH2:66][N:65]([CH3:68])[CH2:64][CH2:63]1>>[CH3:68][N:65]1[CH2:66][CH2:67][CH:62]([NH:61][C:9](=[O:10])[C:8]2[CH:12]=[CH:13][C:5]([N+:2]([O-:4])=[O:3])=[CH:6][C:7]=2[NH:14][C:15]2[C:24]3[C:19](=[C:20]([C:25]([F:28])([F:27])[F:26])[CH:21]=[CH:22][CH:23]=3)[N:18]=[CH:17][CH:16]=2)[CH2:63][CH2:64]1 |f:0.1|. Procedure details: 4-Nitro-2-(8-trifluoromethyl-4-quinolylamino)benzoyl chloride hydrochloride prepared by the reaction of 4-chloro-8-trifluoromethylquinoline with 2-amino-4-nitrobenzoic acid and treatment of the reaction product with thionyl chloride, is reacted with 4-amino-1-methylpiperidine to afford the title compound. Starting materials: CC1(SC2=CC(=CC=C2CC1)C#C[Si](C)(C)C)C (Dimethyl-7-trimethylsilylethynyl-thiochroman), CC1(SC2=CC(=CC=C2CC1)C#C[Si](C)(C)C)C (Dimethyl-7-trimethylsilylethynyl-thiochroman), [OH-].[K+] (KOH), C(C)(C)O (isopropyl alcohol). Conditions: time 18 hour. The product is CC1(CCSC2=CC(=CC=C12)C#C)C (4,4-dimethyl-7-ethynyl-thiochroman). As a reaction SMILES: [CH3:1][C:2]1(C)CC[C:9]2[C:4](=[CH:5][C:6]([C:12]#[C:13][Si](C)(C)C)=[CH:7][CH:8]=2)[S:3]1.[OH-].[K+].[CH:21](O)([CH3:23])[CH3:22]>>[CH3:22][C:21]1([CH3:23])[C:9]2[C:4](=[CH:5][C:6]([C:12]#[CH:13])=[CH:7][CH:8]=2)[S:3][CH2:2][CH2:1]1 |f:1.2|. Procedure: To a solution of 1 g (3.6 mmol) of 4,4-dimethyl-7-trimethylsilylethynyl-thio-chroman (Compound 47) in 10 ml of isopropyl alcohol was added 5 ml of 1N KOH solution. The reaction mixture was stirred at room temperature for 18 hours and the isopropanol was then removed under vacuum. The residue was extracted with ether and the ether extracts were combined and washed with dilute HCl solution, water and saturated NaCl solution, and were thereafter dried (MgSO4). The solvent was removed in vacuo to gi... Reactants: B, C1CCOC1, CON=C(Cc1ccc(OC)cc1)c1ccccc1, C1CCOC1, O. Product: COc1ccc(CC(N)c2ccccc2)cc1. As a reaction SMILES: [BH3:25].[CH2:27]1[O:28][CH2:29][CH2:30][CH2:31]1.[CH3:1][O:2][N:3]=[C:4]([CH2:5][c:6]1[cH:7][cH:8][c:9]([O:12][CH3:13])[cH:10][cH:11]1)[c:14]1[cH:15][cH:16][cH:17][cH:18][cH:19]1.[O:20]1[CH2:21][CH2:22][CH2:23][CH2:24]1.[OH2:26]>>[NH2:3][CH:4]([CH2:5][c:6]1[cH:7][cH:8][c:9]([O:12][CH3:13])[cH:10][cH:11]1)[c:14]1[cH:15][cH:16][cH:17][cH:18][cH:19]1.